From a dataset of the Open Reaction Database (ORD), a public repository of structured organic reaction records. describe an organic reaction: reactants, conditions, products, and yield Reactants: BrC=1C=CC(=C(C1)[C@]1(N=C(COCC1(F)F)N)C)F ((R)-5-(5-bromo-2-fluorophenyl)-6,6-difluoro-5-methyl-2,5,6,7-tetrahydro-1,4-oxazepin-3-amine), N1=CN=CC(=C1)B(O)O (pyrimidine-5-boronic acid), C([O-])([O-])=O.[Cs+].[Cs+] (cesium carbonate), N1=CN=CC(=C1)B(O)O (pyrimidine-5-boronic acid), C(=O)O (formic acid). Reagents/catalysts: C1=CC=C(C=C1)P([C-]2C=CC=C2)C3=CC=CC=C3.C1=CC=C(C=C1)P([C-]2C=CC=C2)C3=CC=CC=C3.Cl[Pd]Cl.[Fe+2] ([1,1′-bis(diphenylphosphino)-ferrocene]dichloropalladium(II)), C1=CC=C(C=C1)P([C-]2C=CC=C2)C3=CC=CC=C3.C1=CC=C(C=C1)P([C-]2C=CC=C2)C3=CC=CC=C3.Cl[Pd]Cl.[Fe+2] ([1,1′-bis(diphenylphosphino)ferrocene]dichloropalladium(II)). The solvent is C(OC)COC (dimethoxyethane), O (water), O (water). Reaction conditions: temperature 80 celsius, time 10 minute. Product: C(=O)O.FC1([C@@](N=C(COC1)N)(C)C1=C(C=CC(=C1)C=1C=NC=NC1)F)F ((R)-6,6-Difluoro-5-(2-fluoro-5-pyrimidin-5-yl-phenyl)-5-methyl-2,5,6,7-tetrahydro-[1,4]oxazepin-3-ylamine formate), off-white solid. Isolated yield 59.0%. Reaction SMILES: Br[C:2]1[CH:3]=[CH:4][C:5]([F:19])=[C:6]([C@:8]2([CH3:18])[C:14]([F:16])([F:15])[CH2:13][O:12][CH2:11][C:10]([NH2:17])=[N:9]2)[CH:7]=1.[N:20]1[CH:25]=[C:24](B(O)O)[CH:23]=[N:22][CH:21]=1.[C:29](=O)([O-:31])[O-:30].[Cs+].[Cs+].C(O)=O>C(COC)OC.O.C1C=CC(P(C2C=CC=CC=2)[C-]2C=CC=C2)=CC=1.C1C=CC(P(C2C=CC=CC=2)[C-]2C=CC=C2)=CC=1.Cl[Pd]Cl.[Fe+2]>[CH:29]([OH:31])=[O:30].[F:15][C:14]1([F:16])[CH2:13][O:12][CH2:11][C:10]([NH2:17])=[N:9][C@@:8]1([C:6]1[CH:7]=[C:2]([C:24]2[CH:25]=[N:20][CH:21]=[N:22][CH:23]=2)[CH:3]=[CH:4][C:5]=1[F:19])[CH3:18] |f:2.3.4,8.9.10.11,12.13|. Procedure: A degassed solution of (R)-5-(5-bromo-2-fluorophenyl)-6,6-difluoro-5-methyl-2,5,6,7-tetrahydro-1,4-oxazepin-3-amine (20 mg, 59.3 μmol (intermediate A7.1), pyrimidine-5-boronic acid (8.8 mg, 71.2 μmol), and cesium carbonate (77.3 mg, 237 μmol) in a mixture of dimethoxyethane (1 ml) and water (0.5 ml) was treated in a tube under an argon atmosphere with [1,1′-bis(diphenylphosphino)ferrocene]dichloropalladium(II) (CAS 72287-26-4) (2.2 mg, 3.0 μmol). The tube was sealed and heated to 80° C. for 70 m... The reactants are CC(=O)O[BH-](OC(C)=O)OC(C)=O, CC(=O)O, COC(=O)c1cn(C(=O)OC(C)(C)C)c2nccc(C=O)c12, CCC(N)C(=O)N1CCCC1, [Na+]. Product: CCC(NCc1ccnc2c1c(C(=O)OC)cn2C(=O)OC(C)(C)C)C(=O)N1CCCC1. As a reaction SMILES: [C:1]([O:2][BH-:3]([O:4][C:5](=[O:6])[CH3:7])[O:8][C:9](=[O:10])[CH3:11])(=[O:12])[CH3:13].[CH3:48][C:49](=[O:50])[OH:51].[CH:26](=[O:27])[c:28]1[c:29]2[c:30]([n:31][cH:32][cH:33]1)[n:34]([C:41](=[O:42])[O:43][C:44]([CH3:45])([CH3:46])[CH3:47])[cH:35][c:36]2[C:37](=[O:38])[O:39][CH3:40].[NH2:15][CH:16]([C:17](=[O:18])[N:19]1[CH2:20][CH2:21][CH2:22][CH2:23]1)[CH2:24][CH3:25].[Na+:14]>>[NH:15]([CH:16]([C:17](=[O:18])[N:19]1[CH2:20][CH2:21][CH2:22][CH2:23]1)[CH2:24][CH3:25])[CH2:26][c:28]1[c:29]2[c:30]([n:31][cH:32][cH:33]1)[n:34]([C:41](=[O:42])[O:43][C:44]([CH3:45])([CH3:46])[CH3:47])[cH:35][c:36]2[C:37](=[O:38])[O:39][CH3:40]. RXN SMILES: [F:1][C:2]([F:11])([F:10])[C:3]1[CH:4]=[C:5]([OH:9])[CH:6]=[CH:7][CH:8]=1.[H-].[Na+].Cl[C:15]1[CH:20]=[C:19]([O:21][CH3:22])[CH:18]=[C:17]([O:23][CH2:24][C:25]2[CH:29]=[CH:28][S:27][CH:26]=2)[N:16]=1>CN(C)C=O.[Cu]I>[CH3:22][O:21][C:19]1[CH:20]=[C:15]([O:9][C:5]2[CH:6]=[CH:7][CH:8]=[C:3]([C:2]([F:10])([F:11])[F:1])[CH:4]=2)[N:16]=[C:17]([O:23][CH2:24][C:25]2[CH:29]=[CH:28][S:27][CH:26]=2)[CH:18]=1 |f:1.2|. Starting materials: FC(C=1C=C(C=CC1)O)(F)F (meta-trifluoromethylphenol), [H-].[Na+] (sodium hydride), ClC1=NC(=CC(=C1)OC)OCC1=CSC=C1 (2-chloro-4-methoxy-6-(3-thienylmethyloxy)pyridine), resultant solution. Yields the product COC1=CC(=NC(=C1)OC1=CC(=CC=C1)C(F)(F)F)OCC1=CSC=C1 (4-methoxy-2-(3-thienylmethyloxy)-6-(meta-trifluoromethylphenoxy)pyridine). Reagents/catalysts: [Cu]I (CuI). Procedure: To a solution containing meta-trifluoromethylphenol (1.40 g, 0.0021×4.0 mol), sodium hydride (0.25 g, (ca.60% in mineral oil), 0.0021×3.0 mol) and CuI (0.20 g, 0.0021×0.5 mol) in dimethylformamide, 2-chloro-4-methoxy-6-(3-thienylmethyloxy)pyridine (0.54 g, 0.0021 mol) was added and the resultant solution was refluxed for about 6 hours. Solvent: CN(C=O)C (dimethylformamide). The reactants are CCOC(=O)c1c(Cl)c2ccc(C)nc2n(CC)c1=O, CN(C)CCCN, CCO, Cl, [Na+], [Na+], O=C([O-])[O-]. Yields the product CCOC(=O)c1c(NCCCN(C)C)c2ccc(C)nc2n(CC)c1=O. Reaction SMILES: [CH2:1]([CH3:2])[O:3][C:4](=[O:5])[c:6]1[c:7](=[O:20])[n:8]([CH2:18][CH3:19])[c:9]2[n:10][c:11]([CH3:17])[cH:12][cH:13][c:14]2[c:15]1[Cl:16].[CH3:21][N:22]([CH2:23][CH2:24][CH2:25][NH2:26])[CH3:27].[CH3:35][CH2:36][OH:37].[ClH:34].[Na+:28].[Na+:29].[O-:30][C:31](=[O:32])[O-:33]>>[CH2:1]([CH3:2])[O:3][C:4](=[O:5])[c:6]1[c:7](=[O:20])[n:8]([CH2:18][CH3:19])[c:9]2[n:10][c:11]([CH3:17])[cH:12][cH:13][c:14]2[c:15]1[NH:26][CH2:25][CH2:24][CH2:23][N:22]([CH3:21])[CH3:27]. Yields the product C=CC=C (butadiene), C(C=C)#N (acrylonitrile), C(C(=C)C)(=O)O.OC=C (hydroxyethylene methacrylate). RXN SMILES: [C:1](#[N:4])[CH:2]=[CH2:3].[C:5]([O:10]CCO)(=[O:9])[C:6]([CH3:8])=[CH2:7]>>[CH2:3]=[CH:2][CH:1]=[CH2:5].[C:1](#[N:4])[CH:2]=[CH2:3].[C:5]([OH:10])(=[O:9])[C:6]([CH3:8])=[CH2:7].[OH:9][CH:5]=[CH2:6] |f:4.5|. The reactants are C(C(=C)C)(=O)OCCO (hydroxyethyl methacrylate), C(C=C)#N (acrylonitrile). Procedure: A polymer of butadiene, acrylonitrile and hydroxyethylene methacrylate was prepared, by conventional emulsion polymerization techniques at a temperature of 13° C. The polymer contained about 34 weight percent of acrylonitrile and about 1 weight percent of hydroxyethyl methacrylate. Starting materials: IC1=CN=C(N1)C(C)C (5-iodo-2-isopropyl-1H-imidazole), FC1=CC=C(C=C1)B(O)O (4-fluorobenzene boronic acid). Yields the product FC1=CC=C(C=C1)N1C(=NC(=C1)I)C(C)C (1-(4-Fluoro-phenyl)-4-iodo-2-isopropyl-1H-imidazole). RXN SMILES: [I:1][C:2]1[NH:6][C:5]([CH:7]([CH3:9])[CH3:8])=[N:4][CH:3]=1.[F:10][C:11]1[CH:16]=[CH:15][C:14](B(O)O)=[CH:13][CH:12]=1>>[F:10][C:11]1[CH:16]=[CH:15][C:14]([N:4]2[CH:3]=[C:2]([I:1])[N:6]=[C:5]2[CH:7]([CH3:9])[CH3:8])=[CH:13][CH:12]=1. Reported procedure: The title compound, MS: m/e=331.1 (M+H+), was prepared in accordance with the general method of example 7 from 5-iodo-2-isopropyl-1H-imidazole and 4-fluorobenzene boronic acid.